Dataset: the Open Reaction Database (ORD), a public repository of structured organic reaction records. Task: describe an organic reaction: reactants, conditions, products, and yield Reactants: CC(=O)OC(C)(C)C, C1CCOC1, [Li]CCCC, CC(C)NC(C)C, O, COC(=O)CC(O)COC(c1ccccc1)(c1ccccc1)c1ccccc1. Product: CC(C)(C)OC(=O)CC(=O)CC(O)COC(c1ccccc1)(c1ccccc1)c1ccccc1. RXN SMILES: [C:13]([CH3:14])(=[O:15])[O:16][C:17]([CH3:18])([CH3:19])[CH3:20].[CH2:49]1[O:50][CH2:51][CH2:52][CH2:53]1.[CH3:8][CH2:9][CH2:10][CH2:11][Li:12].[CH:1]([NH:2][CH:3]([CH3:4])[CH3:5])([CH3:6])[CH3:7].[OH2:54].[c:21]1([C:27]([O:28][CH2:29][CH:30]([CH2:31][C:32](=[O:33])[O:34][CH3:35])[OH:36])([c:37]2[cH:38][cH:39][cH:40][cH:41][cH:42]2)[c:43]2[cH:44][cH:45][cH:46][cH:47][cH:48]2)[cH:22][cH:23][cH:24][cH:25][cH:26]1>>[C:13]([CH2:14][C:32]([CH2:31][CH:30]([CH2:29][O:28][C:27]([c:21]1[cH:22][cH:23][cH:24][cH:25][cH:26]1)([c:37]1[cH:38][cH:39][cH:40][cH:41][cH:42]1)[c:43]1[cH:44][cH:45][cH:46][cH:47][cH:48]1)[OH:36])=[O:33])(=[O:15])[O:16][C:17]([CH3:18])([CH3:19])[CH3:20]. Reactants: C(C1=CC=CC=C1)OC(=O)N[C@@H]1C(N(C1)OCC(=O)O)=O ((S)-[[3-[(Benzyloxycarbonyl)amino]-2-oxo-1-azetidinyl]oxy]acetic acid), CC(C(=O)OCI)(C)C (2,2-dimethylpropionic acid, iodomethyl ester), ice water, N12CCCCCC2=NCCC1 (1,8-diazabicyclo[5.4.0]-undec-7-ene). Solvent: CN(C=O)C (dimethylformamide), C(C)(=O)OCC (ethyl acetate). Conditions: temperature 0 celsius, time 10 minute. The product is 4g, C(C1=CC=CC=C1)OC(=O)N[C@@H]1C(N(C1)OCC(=O)OCOC(C(C)(C)C)=O)=O ((S)-[[3-[(Benzyloxycarbonyl)amino)-2-oxo-1-azetidinyl]oxy]acetic acid, (2,2-dimethyl-1-oxopropoxy)methyl ester). RXN SMILES: [CH2:1]([O:8][C:9]([NH:11][C@H:12]1[CH2:15][N:14]([O:16][CH2:17][C:18]([OH:20])=[O:19])[C:13]1=[O:21])=[O:10])[C:2]1[CH:7]=[CH:6][CH:5]=[CH:4][CH:3]=1.N12CCCN=C1CCCCC2.[CH3:33][C:34]([CH3:41])([CH3:40])[C:35]([O:37][CH2:38]I)=[O:36]>CN(C)C=O.C(OCC)(=O)C>[CH2:1]([O:8][C:9]([NH:11][C@H:12]1[CH2:15][N:14]([O:16][CH2:17][C:18]([O:20][CH2:38][O:37][C:35](=[O:36])[C:34]([CH3:41])([CH3:40])[CH3:33])=[O:19])[C:13]1=[O:21])=[O:10])[C:2]1[CH:7]=[CH:6][CH:5]=[CH:4][CH:3]=1. Reported procedure: (S)-[[3-[(Benzyloxycarbonyl)amino]-2-oxo-1-azetidinyl]oxy]acetic acid (3 g; see example 79) was dissolved in 200 ml of dimethylformamide and the solution was cooled to 0° C. 1,8-diazabicyclo[5.4.0]-undec-7-ene (0.01 mol) was added followed by 2.7 g of 2,2-dimethylpropionic acid, iodomethyl ester. After 10 minutes, the mixture was diluted with 75ml of ethyl acetate, cooled (ice-water), washed with ice-cold water, ice-cold diluted sodium bicarbonate solution and again with ice-cold water. After dr... The reactants are OC(CC(=O)O)C (3-hydroxybutyric acid), C(CCCCCCCCC)O (decyl alcohol). The reagents and catalysts are S(O)(O)(=O)=O (sulfuric acid). The solvent is one. Reaction conditions: temperature 140 celsius. Yields the product OC(CC(=O)OCCCCCCCCCC)C (Decyl 3-Hydroxybutyrate). Isolated yield 57.9%. Reaction SMILES: [OH:1][CH:2]([CH3:7])[CH2:3][C:4]([OH:6])=[O:5].[CH2:8](O)[CH2:9][CH2:10][CH2:11][CH2:12][CH2:13][CH2:14][CH2:15][CH2:16][CH3:17]>S(=O)(=O)(O)O>[OH:1][CH:2]([CH3:7])[CH2:3][C:4]([O:6][CH2:8][CH2:9][CH2:10][CH2:11][CH2:12][CH2:13][CH2:14][CH2:15][CH2:16][CH3:17])=[O:5]. Procedure details: A 100 ml one neck round bottom flask equipped with a Dean Stark trap, condenser and nitrogen inlet/outlet was charged with 20.8 g (0.20 moles) 3-hydroxybutyric acid, 63.3 g (0.40 moles) decyl alcohol, and 0.1 g sulfuric acid (based on 0.5 g/mole 3-hydroxybutyric acid). The mixture was heated to 140° C. for 8 hours and water was collected as the reaction proceeded. The acid was neutralized by washing three times with 50 ml saturated sodium bicarbonate solution. Approximately 50 ml ether was neede... The reactants are resultant mixture, C(=C)C(C1=CC=CC=C1)Cl (vinylbenzyl chloride), Cl (hydrochloric acid), OCCNCCC(=O)O (N-(2-hydroxyethyl)-β-alanine), CC[O-].[Na+] (sodium ethylate). Run in COCCO (ethylene glycol monomethyl ether), COCCO (ethylene glycol monomethyl ether), C(CO)O (ethylene glycol), CC(=O)C (acetone). Conditions: time 2 hour. The product is OCCN(CCC(=O)O)C(C1=CC=CC=C1)C=C (N-(2-hydroxyethyl)-N-(vinylbenzyl)-β-alanine). RXN SMILES: [OH:1][CH2:2][CH2:3][NH:4][CH2:5][CH2:6][C:7]([OH:9])=[O:8].CC[O-].[Na+].[CH:14]([CH:16](Cl)[C:17]1[CH:22]=[CH:21][CH:20]=[CH:19][CH:18]=1)=[CH2:15].Cl>CC(C)=O.COCCO.C(O)CO>[OH:1][CH2:2][CH2:3][N:4]([CH:16]([CH:14]=[CH2:15])[C:17]1[CH:22]=[CH:21][CH:20]=[CH:19][CH:18]=1)[CH2:5][CH2:6][C:7]([OH:9])=[O:8] |f:1.2|. Reported procedure: Into the flask as in Example 1, N-(2-hydroxyethyl)-β-alanine (117 parts), sodium ethylate (68 parts), ethylene glycol (300 parts) and ethylene glycol monomethyl ether (150 parts) are charged, and the resultant mixture is heated at 100° C. under stirring. A mixture of vinylbenzyl chloride (152 parts) and ethylene glycol monomethyl ether (100 parts) is dropwise added thereto in 2 hours. Stirring under heating is further continued for 6 hours. The reaction mixture is neutralized with hydrochloric a... The reactants are COCC1=C(C=CC(=C1)C1=NC(=NO1)C=1C=C(C=CC1)CCN(CC(=O)OC(C)(C)C)C)C1=C(C=CC=C1)C (tert-butyl N-[2-(3-{5-[2-(methoxymethyl)-2′-methylbiphenyl-4-yl]-1,2,4-oxadiazol-3-yl}phenyl)ethyl]-N-methylglycinate), solution, Cl (HCl). Run in O1CCOCC1 (dioxane). Conditions: temperature 70 celsius. Yields the product COCC1=C(C=CC(=C1)C1=NC(=NO1)C=1C=C(C=CC1)CCN(C)CC(=O)O)C1=C(C=CC=C1)C ([(2-{3-[5-(2-Methoxymethyl-2′-methyl-biphenyl-4-yl)-[1,2,4]oxadiazol-3-yl]-phenyl}-ethyl)-methyl-amino]-acetic acid). Reaction SMILES: [CH3:1][O:2][CH2:3][C:4]1[CH:9]=[C:8]([C:10]2[O:14][N:13]=[C:12]([C:15]3[CH:16]=[C:17]([CH2:21][CH2:22][N:23]([CH3:32])[CH2:24][C:25]([O:27]C(C)(C)C)=[O:26])[CH:18]=[CH:19][CH:20]=3)[N:11]=2)[CH:7]=[CH:6][C:5]=1[C:33]1[CH:38]=[CH:37][CH:36]=[CH:35][C:34]=1[CH3:39].Cl>O1CCOCC1>[CH3:1][O:2][CH2:3][C:4]1[CH:9]=[C:8]([C:10]2[O:14][N:13]=[C:12]([C:15]3[CH:16]=[C:17]([CH2:21][CH2:22][N:23]([CH2:24][C:25]([OH:27])=[O:26])[CH3:32])[CH:18]=[CH:19][CH:20]=3)[N:11]=2)[CH:7]=[CH:6][C:5]=1[C:33]1[CH:38]=[CH:37][CH:36]=[CH:35][C:34]=1[CH3:39]. Reported procedure: To tert-butyl N-[2-(3-{5-[2-(methoxymethyl)-2′-methylbiphenyl-4-yl]-1,2,4-oxadiazol-3-yl}phenyl)ethyl]-N-methylglycinate (86 mg, 0.15 mmol) was added a 4N solution of HCl in dioxane and the mixture was heated in a tube at 70° C. for 3 hours. The solvent was then removed in vacuo and the residue was purified by preparative HPLC to give the title compound as a pale yellow oil. LC/MS (Method A): 472 (M+H)+, 470 (M−H)−. HPLC (Method K) Rt=18.0 min (Purity: 92.2%).